Dataset: the Open Reaction Database (ORD), a public repository of structured organic reaction records. Task: describe an organic reaction: reactants, conditions, products, and yield Starting materials: [Li]C(C)(C)C, C=COCC, O=C(O)CN(CCN(CC(=O)O)CC(=O)O)CC(=O)O, C1CCOC1, CCCCCC, Nc1ccc(I)cc1S(N)(=O)=O, [Na+], [OH-], c1ccc(P(c2ccccc2)(c2ccccc2)[Pd](P(c2ccccc2)(c2ccccc2)c2ccccc2)(P(c2ccccc2)(c2ccccc2)c2ccccc2)P(c2ccccc2)(c2ccccc2)c2ccccc2)cc1. The product is CC(=O)c1ccc(N)c(S(N)(=O)=O)c1. RXN SMILES: [C:6]([Li:7])([CH3:8])([CH3:9])[CH3:10].[CH2:1]([CH3:2])[O:3][CH:4]=[CH2:5].[CH2:23]([N:24]([CH2:25][C:26]([OH:27])=[O:28])[CH2:29][C:30]([OH:31])=[O:32])[CH2:33][N:34]([CH2:35][C:36]([OH:37])=[O:38])[CH2:39][C:40]([OH:41])=[O:42].[CH2:45]1[O:46][CH2:47][CH2:48][CH2:49]1.[CH3:127][CH2:128][CH2:129][CH2:130][CH2:131][CH3:132].[I:11][c:12]1[cH:13][cH:14][c:15]([NH2:22])[c:16]([S:18](=[O:19])(=[O:20])[NH2:21])[cH:17]1.[Na+:44].[OH-:43].[cH:50]1[cH:51][cH:52][c:53]([P:54]([Pd:55]([P:56]([c:57]2[cH:58][cH:59][cH:60][cH:61][cH:62]2)([c:63]2[cH:64][cH:65][cH:66][cH:67][cH:68]2)[c:69]2[cH:70][cH:71][cH:72][cH:73][cH:74]2)([P:75]([c:76]2[cH:77][cH:78][cH:79][cH:80][cH:81]2)([c:82]2[cH:83][cH:84][cH:85][cH:86][cH:87]2)[c:88]2[cH:89][cH:90][cH:91][cH:92][cH:93]2)[P:94]([c:95]2[cH:96][cH:97][cH:98][cH:99][cH:100]2)([c:101]2[cH:102][cH:103][cH:104][cH:105][cH:106]2)[c:107]2[cH:108][cH:109][cH:110][cH:111][cH:112]2)([c:113]2[cH:114][cH:115][cH:116][cH:117][cH:118]2)[c:119]2[cH:120][cH:121][cH:122][cH:123][cH:124]2)[cH:125][cH:126]1>>[C:1]([CH3:2])(=[O:3])[c:12]1[cH:13][cH:14][c:15]([NH2:22])[c:16]([S:18](=[O:19])(=[O:20])[NH2:21])[cH:17]1. The reactants are CNC(=C[N+](=O)[O-])SC (N-methyl-1-methylthio-2-nitroetheneamine), CN(N)C1=NC=C(C=C1Cl)C(F)(F)F (1-methyl-1-(3-chloro-5-trifluoromethyl-2-pyridyl)hydrazine). The product is CNC(=C[N+](=O)[O-])NN(C1=NC=C(C=C1Cl)C(F)(F)F)C (N-methyl-1-(2-methyl-2-(3-chloro-5-trifluoromethyl-2-pyridyl)hydrazino)-2-nitroetheneamine). Procedure: 500 mg of N-methyl-1-methylthio-2-nitroetheneamine, 770 mg of 1-methyl-1-(3-chloro-5-trifluoromethyl-2-pyridyl)hydrazine and 7 ml of 1,4-dioxane were stirred for about 4 hours under heating and refluxing and then cooled to room temperature, and the solvent was distilled off under reduced pressure. The concentrated residue was purified by silica gel column chromatography to obtain 370 mg of N-methyl-1-(2-methyl-2-(3-chloro-5-trifluoromethyl-2-pyridyl)hydrazino)-2-nitroetheneamine (Compound No. 35... The solvent is O1CCOCC1 (1,4-dioxane). RXN SMILES: [CH3:1][NH:2][C:3](SC)=[CH:4][N+:5]([O-:7])=[O:6].[CH3:10][N:11]([C:13]1[C:18]([Cl:19])=[CH:17][C:16]([C:20]([F:23])([F:22])[F:21])=[CH:15][N:14]=1)[NH2:12]>O1CCOCC1>[CH3:1][NH:2][C:3]([NH:12][N:11]([CH3:10])[C:13]1[C:18]([Cl:19])=[CH:17][C:16]([C:20]([F:22])([F:21])[F:23])=[CH:15][N:14]=1)=[CH:4][N+:5]([O-:7])=[O:6]. Isolated yield 33.7%. The reactants are CC1=NC2=C(N1C1CCN(CC1)CC1=CC=C(C=C1)C1=C(C=C(C(=N1)N)N)C1=CC=CC=C1)C=CC=C2 (6-(4-{[4-(2-methyl-1H-benzimidazol-1-yl)piperidin-1-yl]methyl}phenyl)-5-phenylpyridine-2,3-diamine), C(C)OC(OCC)OCC (triethylorthoformate). Reaction conditions: time 1 hour. Product: CC1=NC2=C(N1C1CCN(CC1)CC1=CC=C(C=C1)C1=C(C=C3C(=N1)N=CN3)C3=CC=CC=C3)C=CC=C2 (5-(4-{[4-(2-Methyl-1H-benzimidazol-1-yl)piperidin-1-yl]methyl}phenyl)-6-phenyl-1H-imidazo[4,5-b]pyridine). RXN SMILES: [CH3:1][C:2]1[N:6]([CH:7]2[CH2:12][CH2:11][N:10]([CH2:13][C:14]3[CH:19]=[CH:18][C:17]([C:20]4[N:25]=[C:24]([NH2:26])[C:23]([NH2:27])=[CH:22][C:21]=4[C:28]4[CH:33]=[CH:32][CH:31]=[CH:30][CH:29]=4)=[CH:16][CH:15]=3)[CH2:9][CH2:8]2)[C:5]2[CH:34]=[CH:35][CH:36]=[CH:37][C:4]=2[N:3]=1.[CH2:38](OC(OCC)OCC)C>>[CH3:1][C:2]1[N:6]([CH:7]2[CH2:8][CH2:9][N:10]([CH2:13][C:14]3[CH:19]=[CH:18][C:17]([C:20]4[N:25]=[C:24]5[N:26]=[CH:38][NH:27][C:23]5=[CH:22][C:21]=4[C:28]4[CH:29]=[CH:30][CH:31]=[CH:32][CH:33]=4)=[CH:16][CH:15]=3)[CH2:11][CH2:12]2)[C:5]2[CH:34]=[CH:35][CH:36]=[CH:37][C:4]=2[N:3]=1. Procedure details: 6-(4-{[4-(2-Methyl-1H-benzimidazol-1-yl)piperidin-1-yl]methyl}phenyl)-5-phenylpyridine-2,3-diamine (4-4, 0.055 g, 0.11 mmol) was heated at reflux in triethylorthoformate. After 3 h the reaction was concentrated and stirred in 1M HCl for 1 h. The solution pH was adjusted to 7 with saturated aqueous Na2CO3. The mixture was extracted 3× with DCM. The residue was purified by flash column chromatography (elute with a gradient of 95:5 DCM/MeOH to 90:10). The resulting impure product was dissolved in 2... Starting materials: C(CCCCCCCCCCCCCCC)OCCC1OC1 ([2-(hexadecyloxy)ethyl] oxirane), C1(=CC=C(C=C1)S(=O)(=O)O)C (p-toluenesulfonic acid). Run in C(C)(=O)O (acetic acid). Run at time 0.5 hour. Product: C(CCCCCCCCCCCCCCC)OCCC(CO)O (4-(Hexadecyloxy)-1,2-Butanediol). As a reaction SMILES: [CH2:1]([O:17][CH2:18][CH2:19][CH:20]1[CH2:22][O:21]1)[CH2:2][CH2:3][CH2:4][CH2:5][CH2:6][CH2:7][CH2:8][CH2:9][CH2:10][CH2:11][CH2:12][CH2:13][CH2:14][CH2:15][CH3:16].C1(C)C=CC(S(O)(=O)=[O:30])=CC=1>C(O)(=O)C>[CH2:1]([O:17][CH2:18][CH2:19][CH:20]([OH:30])[CH2:22][OH:21])[CH2:2][CH2:3][CH2:4][CH2:5][CH2:6][CH2:7][CH2:8][CH2:9][CH2:10][CH2:11][CH2:12][CH2:13][CH2:14][CH2:15][CH3:16]. Procedure details: A solution of 40 g of [2-(hexadecyloxy)ethyl] oxirane in 270 ml of glacial acetic acid containing 0.265 g of p-toluenesulfonic acid was stirred at reflux for 4.5 hours. The acetic acid was removed, the residue dissolved in toluene the toluene removed and this residue dissolved in 300 ml of methanol. A solution of 17.9 g of sodium hydroxide in 18.5 ml of water was added, the mixture was stirred 1/2 hour and the solvent removed. The solid was dissolved in a mixture of ether and water. The ether la... The reactants are NC1=C(C(=NN1C1=C(C=C(C=C1Cl)Br)Cl)C#N)SC(F)(F)F (5-amino-3-cyano-1-(2,6-dichloro-4-bromophenyl)4-trifluoromethylthiopyrazole), FC(C1=CC=C(C=C1)B(O)O)(F)F (4-trifluoromethylphenylboronic acid), C(=O)([O-])[O-].[K+].[K+] (K2CO3), COCCOCCOC (diglyme). The reagents and catalysts are C=1C=CC(=CC1)/C=C/C(=O)/C=C/C2=CC=CC=C2.C=1C=CC(=CC1)/C=C/C(=O)/C=C/C2=CC=CC=C2.C=1C=CC(=CC1)/C=C/C(=O)/C=C/C2=CC=CC=C2.[Pd].[Pd] (tris(dibenzylidene acetone)dipalladium). Run in O (water). Reaction conditions: temperature 20 celsius. Yields the product ClC1=C(C(=CC(=C1)C1=CC=C(C=C1)C(F)(F)F)Cl)N1N=C(C(=C1N)SC(F)(F)F)C#N (1-[2,6-dichloro-4-(4-trifluoromethylphenyl)phenyl]-3-cyano-4-trifluoromethylthio-5-aminopyrazole). Isolated yield 56.5%. RXN SMILES: [NH2:1][C:2]1[N:6]([C:7]2[C:12]([Cl:13])=[CH:11][C:10](Br)=[CH:9][C:8]=2[Cl:15])[N:5]=[C:4]([C:16]#[N:17])[C:3]=1[S:18][C:19]([F:22])([F:21])[F:20].[F:23][C:24]([F:35])([F:34])[C:25]1[CH:30]=[CH:29][C:28](B(O)O)=[CH:27][CH:26]=1.C([O-])([O-])=O.[K+].[K+].COCCOCCOC>C1C=CC(/C=C/C(/C=C/C2C=CC=CC=2)=O)=CC=1.C1C=CC(/C=C/C(/C=C/C2C=CC=CC=2)=O)=CC=1.C1C=CC(/C=C/C(/C=C/C2C=CC=CC=2)=O)=CC=1.[Pd].[Pd].O>[Cl:15][C:8]1[CH:9]=[C:10]([C:28]2[CH:29]=[CH:30][C:25]([C:24]([F:35])([F:34])[F:23])=[CH:26][CH:27]=2)[CH:11]=[C:12]([Cl:13])[C:7]=1[N:6]1[C:2]([NH2:1])=[C:3]([S:18][C:19]([F:22])([F:21])[F:20])[C:4]([C:16]#[N:17])=[N:5]1 |f:2.3.4,6.7.8.9.10|. Procedure: A mixture of 6 g of 5-amino-3-cyano-1-(2,6-dichloro-4-bromophenyl)4-trifluoromethylthiopyrazole (prepared according to procedures reported in U.S. Pat. No. 5,232,940), 4-trifluoromethylphenylboronic acid (5.3 g), K2CO3 (5.8 g), tris(dibenzylidene acetone)dipalladium (0.6 g) and diglyme was heated at 130° C. for 25 hours. After cooling to 20° C., the mixture was poured into water and extracted with diethyl ether. The ether solutions were combined, dried, filtered and the filtrate concentrated and...